Dataset: the Open Reaction Database (ORD), a public repository of structured organic reaction records. Task: describe an organic reaction: reactants, conditions, products, and yield Starting materials: N1CCOCC1 (morpholine), C(=O)(OC(C)(C)C)N[C@@H](CC1=CC=C(C=C1)Cl)C(=O)O (Boc-p-chloro-L-phenylalanine). Yields the product C(=O)(OC(C)(C)C)N[C@@H](CC1=CC=C(C=C1)Cl)C(=O)N1CCOCC1 (N-(Boc-p-chloro-L-phenylalanyl)morpholine), product. The yield is 93.0%. Reaction SMILES: [NH:1]1[CH2:6][CH2:5][O:4][CH2:3][CH2:2]1.[C:7]([NH:14][C@H:15]([C:24](O)=[O:25])[CH2:16][C:17]1[CH:22]=[CH:21][C:20]([Cl:23])=[CH:19][CH:18]=1)([O:9][C:10]([CH3:13])([CH3:12])[CH3:11])=[O:8]>>[C:7]([NH:14][C@H:15]([C:24]([N:1]1[CH2:6][CH2:5][O:4][CH2:3][CH2:2]1)=[O:25])[CH2:16][C:17]1[CH:18]=[CH:19][C:20]([Cl:23])=[CH:21][CH:22]=1)([O:9][C:10]([CH3:12])([CH3:11])[CH3:13])=[O:8]. Procedure: In substantially the same manner as in Example 5, morpholine (257 μl) was condensed with Boc-p-chloro-L-phenylalanine (800 mg, manufactured by Bachem Fein Chemikalien AG, Switzerland) to give N-(Boc-p-chloro-L-phenylalanyl)morpholine (913 mg) as a colorless oily product (yield 93%). After Boc group elimination with 4N HCl/ethyl acetate, the product was condensed with (2S,3S)-ethyl hydrogen trans-epoxysuccinate (238 mg) as obtained in Reference Example 8 to yield the title compound (compound 67; ... The reactants are Brc1ccc(Br)nc1, Cc1ccccc1, CCO, [Na+], [Na+], O=C([O-])[O-], OB(O)c1ccccc1. The product is Brc1ccc(-c2ccccc2)nc1. As a reaction SMILES: [Br:1][c:2]1[n:3][cH:4][c:5]([Br:8])[cH:6][cH:7]1.[CH3:24][c:25]1[cH:26][cH:27][cH:28][cH:29][cH:30]1.[CH3:31][CH2:32][OH:33].[Na+:18].[Na+:19].[O-:20][C:21](=[O:22])[O-:23].[OH:9][B:10]([OH:11])[c:12]1[cH:13][cH:14][cH:15][cH:16][cH:17]1>>[c:2]1(-[c:12]2[cH:13][cH:14][cH:15][cH:16][cH:17]2)[n:3][cH:4][c:5]([Br:8])[cH:6][cH:7]1. Starting materials: C(C1=CC=CC=C1)OC(=O)N[C@@H](C(C)C)C(=O)O (N-[(benzyloxy)carbonyl]-L-valine), Cl.C(C)(C)(C)OC(C[C@H]([C@H]([C@H](CC)C)NC)OC)=O (tert.-butyl-(3R,4S,5S)-3-methoxy-5-methyl-4-(methylamino)-heptanoate hydrochloride), Cl.C(C)(C)(C)OC(C[C@H]([C@H]([C@H](CC)C)NC)OC)=O (tert.-butyl-(3R,4S,5S)-3-methoxy-5-methyl-4-(methylamino)-heptanoate hydrochloride), Cl.CN(CCCN=C=NCC)C (1-(3-dimethylaminopropyl)-3-ethyl carbodiimide hydrochloride), O.ON1N=NC2=C1C=CC=C2 (1-hydroxy-1H-benzotriazol hydrate), [Cl-].[NH4+] (ammonium chloride), C(C1=CC=CC=C1)OC(=O)N[C@@H](C(C)C)C(=O)O (N-[(benzyloxy)carbonyl]-L-valine), Cl.CN(CCCN=C=NCC)C (1-(3-dimethylaminopropyl)-3-ethylcarbodiimide hydrochloride), O.ON1N=NC2=C1C=CC=C2 (1-hydroxy-1H-benzotriazol hydrate), C(C)(C)N(C(C)C)CC (N,N-diisopropylethylamine). Solvent: CN(C)C=O (DMF), C(C)(=O)OCC (ethyl acetate). Run at time 20 hour. The product is C(C)(C)(C)OC(C[C@H]([C@H]([C@H](CC)C)N(C)C([C@@H](NC(=O)OCC1=CC=CC=C1)C(C)C)=O)OC)=O (tert.-butyl-(3R,4S,5S)-4-[{N-[(benzyloxy)carbonyl]-L-valyl}(methyl)amino]-3-methoxy-5-methylheptanoate). Reaction SMILES: [CH2:1]([O:8][C:9]([NH:11][C@H:12]([C:16]([OH:18])=O)[CH:13]([CH3:15])[CH3:14])=[O:10])[C:2]1[CH:7]=[CH:6][CH:5]=[CH:4][CH:3]=1.Cl.[C:20]([O:24][C:25](=[O:37])[CH2:26][C@@H:27]([O:35][CH3:36])[C@@H:28]([NH:33][CH3:34])[C@@H:29]([CH3:32])[CH2:30][CH3:31])([CH3:23])([CH3:22])[CH3:21].Cl.CN(C)CCCN=C=NCC.O.ON1C2C=CC=CC=2N=N1.C(N(CC)C(C)C)(C)C.[Cl-].[NH4+]>CN(C=O)C.C(OCC)(=O)C>[C:20]([O:24][C:25](=[O:37])[CH2:26][C@@H:27]([O:35][CH3:36])[C@@H:28]([N:33]([C:16](=[O:18])[C@H:12]([CH:13]([CH3:14])[CH3:15])[NH:11][C:9]([O:8][CH2:1][C:2]1[CH:3]=[CH:4][CH:5]=[CH:6][CH:7]=1)=[O:10])[CH3:34])[C@@H:29]([CH3:32])[CH2:30][CH3:31])([CH3:22])([CH3:21])[CH3:23] |f:1.2,3.4,5.6,8.9|. Procedure details: 425 mg (1.7 mmol) N-[(benzyloxy)carbonyl]-L-valine were dissolved in 50 ml of DMF and mixed successively with 500 mg (1.7 mmol) of tert.-butyl-(3R,4S,5S)-3-methoxy-5-methyl-4-(methylamino)-heptanoate hydrochloride (starting compound 2), 356 mg (1.9 mmol) 1-(3-dimethylaminopropyl)-3-ethyl carbodiimide hydrochloride, 285 mg (1.9 mmol) 1-hydroxy-1H-benzotriazol hydrate and 655 mg (5.1 mmol) of N,N-iiisopropylethylamine. The mixture was stirred for 20 h at RT. Another 142 mg (0.5 mmol) of N-[(benzyl... The product is ClC1=C(C=C(C=C1)[C@@H]1CNCCO1)F ((R)-2-(4-chloro-3-fluorophenyl)morpholine), oil. Solvent: ClCCl (dichloromethane). As a reaction SMILES: [Cl:1][C:2]1[CH:7]=[CH:6][C:5]([C@H:8]2[O:13][CH2:12][CH2:11][N:10](C(OC(C)(C)C)=O)[CH2:9]2)=[CH:4][C:3]=1[F:21].C(O)(C(F)(F)F)=O>ClCCl>[Cl:1][C:2]1[CH:7]=[CH:6][C:5]([C@H:8]2[O:13][CH2:12][CH2:11][NH:10][CH2:9]2)=[CH:4][C:3]=1[F:21]. Reaction conditions: time 2 hour. The reactants are ClC1=C(C=C(C=C1)[C@@H]1CN(CCO1)C(=O)OC(C)(C)C)F ((R)-tert-butyl 2-(4-chloro-3-fluorophenyl)morpholine-4-carboxylate), C(=O)(C(F)(F)F)O (TFA). Procedure: (R)-tert-butyl 2-(4-chloro-3-fluorophenyl)morpholine-4-carboxylate (990 mg) was dissolved in 2 mL of dichloromethane and TFA (2 mL) was added. The solution was stirred at room temperature for 2 h. Solvents were evaporated. The residue was extracted with dichloromethane and 1N NaOH solution. The organic layer was dried and concentrated. The residue was dried in vacuum to afford (R)-2-(4-chloro-3-fluorophenyl)morpholine an oil (669 mg). 1H NMR (400 MHz, CHLOROFORM-d) δ ppm 2.11 (br. s., 1H) 2.72 (...